From a dataset of the Open Reaction Database (ORD), a public repository of structured organic reaction records. describe an organic reaction: reactants, conditions, products, and yield The reactants are [H-].[Na+] (sodium hydride), C1(=CC=CC=C1)C(C(=O)N1C(C2=C(CC1)NC=N2)C(=O)OC)C2=CC=CC=C2 (Methyl 5-diphenylacetyl-4,5,6,7-tetrahydroimidazo-[4,5-c]pyridine-4-carboxylate), C(C1=CC=CC=C1)(C1=CC=CC=C1)(C1=CC=CC=C1)N1N=NN=C1C1=C(C=CC=C1)C1=CC=C(C=C1)CBr ([2'-(1-trityl-1H-tetrazol-5-yl)bipheyl-4-yl]methyl bromide). Solvent: CN(C=O)C (dimethylformamide). Reaction conditions: temperature 0 celsius, time 20 minute. The product is C1(=CC=CC=C1)C(C(=O)N1C(C2=C(CC1)N=CN2CC2=CC=C(C=C2)C2=C(C=CC=C2)C2=NN=NN2C(C2=CC=CC=C2)(C2=CC=CC=C2)C2=CC=CC=C2)C(=O)OC)C2=CC=CC=C2 (methyl 5-diphenylacetyl-3-[2'-(1-trityl-1H-tetrazol-5-yl)biphenyl-4-yl]methyl-4,5,6,7-tetrahydroimidazo[4,5-c]pyridine-4-carboxylate). The yield is 11.8%. Reaction SMILES: [C:1]1([CH:7]([C:23]2[CH:28]=[CH:27][CH:26]=[CH:25][CH:24]=2)[C:8]([N:10]2[CH2:15][CH2:14][C:13]3[NH:16][CH:17]=[N:18][C:12]=3[CH:11]2[C:19]([O:21][CH3:22])=[O:20])=[O:9])[CH:6]=[CH:5][CH:4]=[CH:3][CH:2]=1.[H-].[Na+].[C:31]([N:50]1[C:54]([C:55]2[CH:60]=[CH:59][CH:58]=[CH:57][C:56]=2[C:61]2[CH:66]=[CH:65][C:64]([CH2:67]Br)=[CH:63][CH:62]=2)=[N:53][N:52]=[N:51]1)([C:44]1[CH:49]=[CH:48][CH:47]=[CH:46][CH:45]=1)([C:38]1[CH:43]=[CH:42][CH:41]=[CH:40][CH:39]=1)[C:32]1[CH:37]=[CH:36][CH:35]=[CH:34][CH:33]=1>CN(C)C=O>[C:23]1([CH:7]([C:1]2[CH:2]=[CH:3][CH:4]=[CH:5][CH:6]=2)[C:8]([N:10]2[CH2:15][CH2:14][C:13]3[N:16]=[CH:17][N:18]([CH2:67][C:64]4[CH:63]=[CH:62][C:61]([C:56]5[CH:57]=[CH:58][CH:59]=[CH:60][C:55]=5[C:54]5[N:50]([C:31]([C:44]6[CH:49]=[CH:48][CH:47]=[CH:46][CH:45]=6)([C:38]6[CH:39]=[CH:40][CH:41]=[CH:42][CH:43]=6)[C:32]6[CH:37]=[CH:36][CH:35]=[CH:34][CH:33]=6)[N:51]=[N:52][N:53]=5)=[CH:66][CH:65]=4)[C:12]=3[CH:11]2[C:19]([O:21][CH3:22])=[O:20])=[O:9])[CH:28]=[CH:27][CH:26]=[CH:25][CH:24]=1 |f:1.2|. Procedure details: Methyl 5-diphenylacetyl-4,5,6,7-tetrahydroimidazo-[4,5-c]pyridine-4-carboxylate (1.60 g) is dissolved in dimethylformamide (20 ml), and thereto is added sodium hydride (60% oil-dispersion, 176 mg) under ice-cooling. The mixture is stirred at 0° C. for 20 minutes, and thereto is added [2'-(1-trityl-1H-tetrazol-5-yl)bipheyl-4-yl]methyl bromide (2.40 g), and the mixture is stirred under ice-cooling for one hour, and further at room temperature for one hour. The reaction solution is concentrated und... The reactants are CCOC(=O)COc1ccc(C(=O)CBr)cc1Br, CC[SiH](CC)CC, O=C(O)C(F)(F)F. Yields the product CCOC(=O)COc1ccc(CCBr)cc1Br. RXN SMILES: [Br:1][c:2]1[c:3]([O:4][CH2:5][C:6](=[O:7])[O:8][CH2:9][CH3:10])[cH:11][cH:12][c:13]([C:15]([CH2:16][Br:17])=[O:18])[cH:14]1.[CH2:19]([SiH:20]([CH2:21][CH3:22])[CH2:23][CH3:24])[CH3:25].[OH:26][C:27]([C:28]([F:29])([F:30])[F:31])=[O:32]>>[Br:1][c:2]1[c:3]([O:4][CH2:5][C:6](=[O:7])[O:8][CH2:9][CH3:10])[cH:11][cH:12][c:13]([CH2:15][CH2:16][Br:17])[cH:14]1. Starting materials: CN(C=O)C (dimethylformamide), C(C)(C)(C)ON=C1C=C(OC2=CC=CC=C12)C1=CC=2N(C=N1)C(=CC2)O (7-Hydroxy-pyrrolo[1,2-c]pyrimidin-3-yl-chromen-4-one O-tert-butyl-oxime), BrCCCCl (1-bromo-3-chloropropane). Product: C(C)(C)(C)ON=C1C=C(OC2=CC(=CC=C12)OCCCCl)C1=CC=2N(C=N1)C=CC2 (7-(3-Chloro-propoxy)-2-pyrrolo[1,2-c]pyrimidin-3-yl-chromen-4-one O-tert-butyl-oxime), title compound. The yield is 100.0%. Reaction SMILES: [C:1]([O:5][N:6]=[C:7]1[C:16]2[C:11](=[CH:12][CH:13]=[CH:14][CH:15]=2)[O:10][C:9]([C:17]2[N:22]=[CH:21][N:20]3[C:23](O)=[CH:24][CH:25]=[C:19]3[CH:18]=2)=[CH:8]1)([CH3:4])([CH3:3])[CH3:2].Br[CH2:28][CH2:29][CH2:30][Cl:31].CN(C)C=[O:35]>>[C:1]([O:5][N:6]=[C:7]1[C:16]2[C:11](=[CH:12][C:13]([O:35][CH2:28][CH2:29][CH2:30][Cl:31])=[CH:14][CH:15]=2)[O:10][C:9]([C:17]2[N:22]=[CH:21][N:20]3[CH:23]=[CH:24][CH:25]=[C:19]3[CH:18]=2)=[CH:8]1)([CH3:2])([CH3:3])[CH3:4]. Procedure details: 7-(3-Chloro-propoxy)-2-pyrrolo[1,2-c]pyrimidin-3-yl-chromen-4-one O-tert-butyl-oxime was prepared in 100% yield using the method described in example 85A, starting from 7-Hydroxy-pyrrolo[1,2-c]pyrimidin-3-yl-chromen-4-one O-tert-butyl-oxime (example 142B) and 1-bromo-3-chloropropane in dimethylformamide. The title compound was isolated as a brown solid. The product is C(#N)CC(CN1C(CN(CC1)C(=O)C1=C(C=C(C#N)C=C1)F)CF)N1N=CC(=C1)C=1C2=C(N=CN1)NC=C2 (4-[(4-{3-cyano-2-[4-(7H-pyrrolo[2,3-d]pyrimidin-4-yl)-1H-pyrazol-1-yl]propyl}-3-fluoromethylpiperazin-1-yl)carbonyl]-3-fluorobenzonitrile). Reactants: C(=O)(C(F)(F)F)O (TFA), C(#N)CC(CN1C(CN(CC1)C(=O)C1=C(C=C(C#N)C=C1)F)CO)N1N=CC(=C1)C=1C2=C(N=CN1)N(C=C2)COCC[Si](C)(C)C (4-{[4-{3-cyano-2-[4-(7-{[2-(trimethylsilyl)ethoxy]methyl}-7H-pyrrolo[2,3-d]pyrimidin-4-yl)-1H-pyrazol-1-yl]propyl}-3-(hydroxymethyl)piperazin-1-yl]carbonyl}-3-fluorobenzonitrile), COCCN(S(F)(F)F)CCOC (2-methoxy-N-(2-methoxyethyl)-N-(trifluoro-λ(4)-sulfanyl)ethanamine), C(C)O (ethanol). Procedure details: A solution of 4-{[4-{3-cyano-2-[4-(7-{[2-(trimethylsilyl)ethoxy]methyl}-7H-pyrrolo[2,3-d]pyrimidin-4-yl)-1H-pyrazol-1-yl]propyl}-3-(hydroxymethyl)piperazin-1-yl]carbonyl}-3-fluorobenzonitrile (13 mg, 0.020 mmol; Peak 1 from Example 156, Step 5) in methylene chloride (0.87 mL, 14 mmol) was cooled to 0° C., then 2-methoxy-N-(2-methoxyethyl)-N-(trifluoro-λ(4)-sulfanyl)ethanamine (11 μL, 0.060 mmol, Aldrich) was added, followed by ethanol (0.24 μL, 0.0040 mmol). The mixture was stirred at 0° C. for ... RXN SMILES: [C:1]([CH2:3][CH:4]([N:25]1[CH:29]=[C:28]([C:30]2[C:31]3[CH:38]=[CH:37][N:36](COCC[Si](C)(C)C)[C:32]=3[N:33]=[CH:34][N:35]=2)[CH:27]=[N:26]1)[CH2:5][N:6]1[CH2:11][CH2:10][N:9]([C:12]([C:14]2[CH:21]=[CH:20][C:17]([C:18]#[N:19])=[CH:16][C:15]=2[F:22])=[O:13])[CH2:8][CH:7]1[CH2:23]O)#[N:2].COCCN(CCOC)S(F)(F)[F:53].C(O)C.C(O)(C(F)(F)F)=O>C(Cl)Cl>[C:1]([CH2:3][CH:4]([N:25]1[CH:29]=[C:28]([C:30]2[C:31]3[CH:38]=[CH:37][NH:36][C:32]=3[N:33]=[CH:34][N:35]=2)[CH:27]=[N:26]1)[CH2:5][N:6]1[CH2:11][CH2:10][N:9]([C:12]([C:14]2[CH:21]=[CH:20][C:17]([C:18]#[N:19])=[CH:16][C:15]=2[F:22])=[O:13])[CH2:8][CH:7]1[CH2:23][F:53])#[N:2]. Run in C(Cl)Cl (methylene chloride), C(Cl)Cl (DCM). Reaction conditions: temperature 0 celsius, time 70 minute. The reactants are ClC=1C=C(C=CC1F)C=1N=C(SC1C1=CC(=CC(=C1)F)Cl)C(=O)O (4-(3-Chloro-4-fluorophenyl)-5-(3-chloro-5-fluorophenyl)-1,3-thiazole-2-carboxylic acid), BrC1=C(N=C(S1)C(=O)OCC)C1=CC(=CC=C1)Cl (Ethyl 5-bromo-4-(3-chlorophenyl)-1,3-thiazole-2-carboxylate). Product: ClC=1C=C(C=CC1F)C1=C(N=C(S1)C(=O)O)C1=CC(=CC=C1)Cl (5-(3-Chloro-4-fluorophenyl)-4-(3-chlorophenyl)-1,3-thiazole-2-carboxylic acid). Reported procedure: The preparation of the title compound takes place in analogy to the synthesis of the compound from Example 8A starting with the compound from Example 5A. 59.0 mg (56% of theory) of the title compound are obtained. Reaction SMILES: [Cl:1][C:2]1[CH:3]=[C:4](C2N=C(C(O)=O)SC=2C2C=C(F)C=C(Cl)C=2)[CH:5]=[CH:6][C:7]=1[F:8].Br[C:26]1[S:30][C:29]([C:31]([O:33]CC)=[O:32])=[N:28][C:27]=1[C:36]1[CH:41]=[CH:40][CH:39]=[C:38]([Cl:42])[CH:37]=1>>[Cl:1][C:2]1[CH:3]=[C:4]([C:26]2[S:30][C:29]([C:31]([OH:33])=[O:32])=[N:28][C:27]=2[C:36]2[CH:41]=[CH:40][CH:39]=[C:38]([Cl:42])[CH:37]=2)[CH:5]=[CH:6][C:7]=1[F:8]. Reactants: BrC=1C(=NC(=NC1)Cl)Cl (5-bromo-2,4-dichloropyrimidine), C[O-].[Na+] (sodium methoxide), O (Water). Reaction conditions: temperature 23 celsius, time 8 hour. Yields the product BrC=1C(=NC(=NC1)Cl)OC (5-bromo-2-chloro-4-methoxypyrimidine). RXN SMILES: [Br:1][C:2]1[C:3](Cl)=[N:4][C:5]([Cl:8])=[N:6][CH:7]=1.[CH3:10][O-:11].[Na+].O>CO>[Br:1][C:2]1[C:3]([O:11][CH3:10])=[N:4][C:5]([Cl:8])=[N:6][CH:7]=1 |f:1.2|. The solvent is CO (MeOH). Isolated yield 99.0%. Procedure: To a solution of 5-bromo-2,4-dichloropyrimidine (1.000 mL, 7.82 mmol) in MeOH at 0° C. was added sodium methoxide (1.45 mL, 7.82 mmol). The reaction was warmed up to 23° C. and allowed to stir overnight. Water was added and the mixture was extracted with dichloromethane. The combined organic layers were dried over anhydrous sodium sulfate, filtered and concentrated to give 1.73 g of 5-bromo-2-chloro-4-methoxypyrimidine as a white solid. ES+=224.9 (M+H) Reactants: FC1=C(C=CC(=C1)F)C1=CC=C(C=C1)C(CC#N)C (3-(2',4'-difluoro-4-biphenylyl)butyronitrile), Cl (hydrochloric acid), C(C)(=O)O (acetic acid). The product is FC1=C(C=CC(=C1)F)C1=CC=C(C=C1)C(CC(=O)O)C (3-(2',4'-difluoro-4-biphenylyl)butyric acid). Reaction SMILES: [F:1][C:2]1[CH:7]=[C:6]([F:8])[CH:5]=[CH:4][C:3]=1[C:9]1[CH:14]=[CH:13][C:12]([CH:15](C)[CH2:16]C#N)=[CH:11][CH:10]=1.Cl.[C:21]([OH:24])(=[O:23])[CH3:22]>>[F:1][C:2]1[CH:7]=[C:6]([F:8])[CH:5]=[CH:4][C:3]=1[C:9]1[CH:14]=[CH:13][C:12]([CH:15]([CH3:16])[CH2:22][C:21]([OH:24])=[O:23])=[CH:11][CH:10]=1. Reported procedure: 1 g. of 3-(2',4'-difluoro-4-biphenylyl)butyronitrile and 6 ml. of acetic acid and 6 ml. of concentrated hydrochloric acid are heated under reflux for 2 hours under nitrogen. The mixture is evaporated. The residue is dissolved in dilute NaOH and the solution is washed with ether and worked up in the customary manner to give 3-(2',4'-difluoro-4-biphenylyl)butyric acid, m.p. 109°-110°.